Dataset: the Open Reaction Database (ORD), a public repository of structured organic reaction records. Task: describe an organic reaction: reactants, conditions, products, and yield Starting materials: C1(=CC=CC=C1)C(N1CC(C1)C1CCN(CC1)C(=O)OC(C)(C)C)C1=CC=CC=C1 (tert-Butyl 4-[1-(diphenylmethyl)azetidin-3-yl]piperidine-1-carboxylate), Cl (hydrochloric acid), [OH-].[Na+] (NaOH). Reagents/catalysts: [OH-].[C+4].[Pd+2].[OH-].[OH-].[OH-].[OH-].[OH-] (palladium carbon hydroxide). The solvent is CO (MeOH). Reaction conditions: time 4 hour. Yields the product N1CC(C1)C1CCN(CC1)C(=O)OC(C)(C)C (tert-butyl 4-(azetidin-3-yl)piperidine-1-carboxylate). The yield is 97.9%. RXN SMILES: C1(C(C2C=CC=CC=2)[N:8]2[CH2:11][CH:10]([CH:12]3[CH2:17][CH2:16][N:15]([C:18]([O:20][C:21]([CH3:24])([CH3:23])[CH3:22])=[O:19])[CH2:14][CH2:13]3)[CH2:9]2)C=CC=CC=1.Cl.[OH-].[Na+]>[OH-].[C+4].[Pd+2].[OH-].[OH-].[OH-].[OH-].[OH-].CO>[NH:8]1[CH2:11][CH:10]([CH:12]2[CH2:13][CH2:14][N:15]([C:18]([O:20][C:21]([CH3:24])([CH3:23])[CH3:22])=[O:19])[CH2:16][CH2:17]2)[CH2:9]1 |f:2.3,4.5.6.7.8.9.10.11|. Procedure details: tert-Butyl 4-[1-(diphenylmethyl)azetidin-3-yl]piperidine-1-carboxylate (1.9 g) was mixed with MeOH (50 ml), and 1 M hydrochloric acid (5.1 ml) and 20% palladium carbon hydroxide (600 mg) were added thereto, followed by stirring at room temperature for 4 hours under hydrogen atmosphere of 3 atm. After returning to normal pressure under argon atmosphere, a 1 M aqueous NaOH solution (1 ml) was added thereto. The reaction mixture was filtered using Celite as a filtration adjuvant, and the filtrate w... The reactants are [Si](C)(C)(C(C)(C)C)OCCOC1=CC=C(C=C1)C#CC(CC\C=C\C1=CC=C(C=C1)Cl)=O ((E)-1-(4-(2-((tert-butyldimethylsilyl)oxy)ethoxy)phenyl)-7-(4-chlorophenyl)hept-6-en-1-yn-3-one), CCOC(=O)C.CCCCCC (AcOEt n-hexane). The solvent is ClC1=C(C=CC=C1)Cl (1,2-dichlorobenzene). The product is [Si](C)(C)(C(C)(C)C)OCCOC1=CC=C(C=C1)C1=C2C(=CC3=CC=C(C=C13)Cl)CCC2=O (9-(4-(2-((tert-butyldimethylsilyl)oxy)ethoxy)phenyl)-7-chloro-2,3-dihydro-1H-cyclopenta[b]naphthalen-1-one). The yield is 89.0%. RXN SMILES: [Si:1]([O:8][CH2:9][CH2:10][O:11][C:12]1[CH:17]=[CH:16][C:15]([C:18]#[C:19][C:20](=[O:32])[CH2:21][CH2:22]/[CH:23]=[CH:24]/[C:25]2[CH:30]=[CH:29][C:28]([Cl:31])=[CH:27][CH:26]=2)=[CH:14][CH:13]=1)([C:4]([CH3:7])([CH3:6])[CH3:5])([CH3:3])[CH3:2].CCOC(C)=O.CCCCCC>ClC1C=CC=CC=1Cl>[Si:1]([O:8][CH2:9][CH2:10][O:11][C:12]1[CH:17]=[CH:16][C:15]([C:18]2[C:26]3[C:25](=[CH:30][CH:29]=[C:28]([Cl:31])[CH:27]=3)[CH:24]=[C:23]3[CH2:22][CH2:21][C:20](=[O:32])[C:19]=23)=[CH:14][CH:13]=1)([C:4]([CH3:6])([CH3:7])[CH3:5])([CH3:3])[CH3:2] |f:1.2|. Procedure: To a 2-5 mL microwave irradiation vial equipped with a stir bar was added compound 14a (0.057 g, 0.12 mmol) in 1,2-dichlorobenzene (2 mL). The reaction was irradiated with stirring at 225° C. for 60 min until complete by TLC (AcOEt/n-hexane 2:8). The solution was directly added to a silica gel column, which was eluted with n-hexane to separate the 1,2-dichlorobenzene and then AcOEt/n-hexane 2.5:8.5 to collect the pure product. The title compound was isolated as a yellow solid in an 89% yield (0.... The reactants are C(C)(C)(C)OC(N(C)[C@@H]1CC[C@H](CC1)C#CCO)=O (trans-[4-(3-Hydroxy-prop-1-ynyl)-cyclohexyl]-methyl-carbamic acid tert-butyl ester), COCCO[AlH2-]OCCOC.[Na+] (Red-Al), COCCO[AlH2-]OCCOC.[Na+] (Red-Al), MgSO4.7H2O, OS(=O)(=O)[O-].[K+] (KHSO4). The solvent is CCOCC (Et2O). Run at temperature 0 celsius, time 2 hour. The product is C(C)(C)(C)OC(N(C)[C@@H]1CC[C@H](CC1)\C=C\CO)=O (trans-(1E)-[4-(3-Hydroxy-propenyl)-cyclohexyl]-methyl-carbamic acid tert-butyl ester). Isolated yield 79.3%. As a reaction SMILES: [C:1]([O:5][C:6](=[O:19])[N:7]([C@H:9]1[CH2:14][CH2:13][C@H:12]([C:15]#[C:16][CH2:17][OH:18])[CH2:11][CH2:10]1)[CH3:8])([CH3:4])([CH3:3])[CH3:2].COCCO[AlH2-]OCCOC.[Na+].OS([O-])(=O)=O.[K+]>CCOCC>[C:1]([O:5][C:6](=[O:19])[N:7]([C@H:9]1[CH2:10][CH2:11][C@H:12](/[CH:15]=[CH:16]/[CH2:17][OH:18])[CH2:13][CH2:14]1)[CH3:8])([CH3:2])([CH3:4])[CH3:3] |f:1.2,3.4|. Procedure: A suspension of 4.5 g (16.8 mmol) of trans-[4-(3-Hydroxy-prop-1-ynyl)-cyclohexyl]-methyl-carbamic acid tert-butyl ester in 180 ml Et2O was cooled (0° C.) and treated slowly with a solution of 13.46 ml (47.1 mmol) of Red-Al (70% in toluene). The solution was stirred 2 h at RT, cooled (0° C.) and treated again with 1.3 ml (4.7 mmol) of Red-Al (70% in toluene). After 2 h at RT, the reaction was cooled (−50° C.) and hydrolyzed with a suspension of 3 g MgSO4.7H2O, 3 g silicagel in 4 ml aqueous 10% KH... RXN SMILES: [CH2:39]1[O:40][CH2:41][CH2:42][CH2:43]1.[CH3:14][CH2:15][CH2:16][CH2:17][CH2:18][CH3:19].[CH3:20][O:21][N:22]([C:23](=[O:24])[CH:25]1[CH2:26][N:27]([C:31](=[O:32])[O:33][C:34]([CH3:35])([CH3:36])[CH3:37])[CH2:28][CH2:29][CH2:30]1)[CH3:38].[CH3:9][CH2:10][CH2:11][CH2:12][Li:13].[Cl:1][c:2]1[c:3]([F:8])[cH:4][cH:5][cH:6][cH:7]1>>[Cl:1][c:2]1[c:3]([F:8])[c:4]([C:23](=[O:24])[CH:25]2[CH2:26][N:27]([C:31](=[O:32])[O:33][C:34]([CH3:35])([CH3:36])[CH3:37])[CH2:28][CH2:29][CH2:30]2)[cH:5][cH:6][cH:7]1. Starting materials: C1CCOC1, CCCCCC, CON(C)C(=O)C1CCCN(C(=O)OC(C)(C)C)C1, [Li]CCCC, Fc1ccccc1Cl. The product is CC(C)(C)OC(=O)N1CCCC(C(=O)c2cccc(Cl)c2F)C1.